This data is from the Open Reaction Database (ORD), a public repository of structured organic reaction records. The task is: describe an organic reaction: reactants, conditions, products, and yield The reactants are BrC1=CC=C2C=C(C(=NC2=C1)C(=O)NC=1C=NC=CC1N1C[C@H]([C@H]([C@H](C1)C)N1N=NC=C1)NC(=O)OC(C)(C)C)NC(OCC1=CC=CC=C1)=O (benzyl {7-bromo-2-[({4-[(3R,4S,5S)-3-[(tert-butoxycarbonyl)amino]-5-methyl-4-(1H-1,2,3-triazol-1-yl)piperidin-1-yl]pyridin-3-yl}amino)carbonyl]quinolin-3-yl}carbamate), [O-]P(=O)([O-])[O-].[K+].[K+].[K+] (K3PO4), O1CCOCC1 (1,4-dioxane), CN1CCC(=CC1)B1OC(C(O1)(C)C)(C)C (1-methyl-4-(4,4,5,5-tetramethyl-1,3,2-dioxaborolan-2-yl)-1,2,3,6-tetrahydropyridine). The reagents and catalysts are C1(CCCCC1)P(C1=C(C=CC=C1)C1=C(C=C(C=C1C(C)C)C(C)C)C(C)C)C1CCCCC1.NC1=C(C=CC=C1)C1=C(C=CC=C1)[Pd]Cl (dicyclohexyl(2′,4′,6′-triisopropylbiphenyl-2-yl)phosphine (2′-aminobiphenyl-2-yl)(chloro)palladium). The solvent is O (water). Reaction conditions: temperature 90 celsius. The product is C(C)(C)(C)OC(=O)N[C@@H]1CN(C[C@@H]([C@@H]1N1N=NC=C1)C)C1=C(C=NC=C1)NC(=O)C1=NC2=CC(=CC=C2C=C1NC(OCC1=CC=CC=C1)=O)C=1CCN(CC1)C (Benzyl [2-[({4-[(3R,4S,5S)-3-[(tert-butoxycarbonyl)amino]-5-methyl-4-(1H-1,2,3-triazol-1-yl)piperidin-1-yl]pyridin-3-yl}amino)carbonyl]-7-(1-methyl-1,2,3,6-tetrahydropyridin-4-yl)quinolin-3-yl]carbamate). Yield: 30.4%. Reaction SMILES: Br[C:2]1[CH:11]=[C:10]2[C:5]([CH:6]=[C:7]([NH:41][C:42](=[O:51])[O:43][CH2:44][C:45]3[CH:50]=[CH:49][CH:48]=[CH:47][CH:46]=3)[C:8]([C:12]([NH:14][C:15]3[CH:16]=[N:17][CH:18]=[CH:19][C:20]=3[N:21]3[CH2:26][C@H:25]([CH3:27])[C@H:24]([N:28]4[CH:32]=[CH:31][N:30]=[N:29]4)[C@H:23]([NH:33][C:34]([O:36][C:37]([CH3:40])([CH3:39])[CH3:38])=[O:35])[CH2:22]3)=[O:13])=[N:9]2)=[CH:4][CH:3]=1.[O-]P([O-])([O-])=O.[K+].[K+].[K+].O1CCOCC1.[CH3:66][N:67]1[CH2:72][CH:71]=[C:70](B2OC(C)(C)C(C)(C)O2)[CH2:69][CH2:68]1>C1(P(C2CCCCC2)C2C=CC=CC=2C2C(C(C)C)=CC(C(C)C)=CC=2C(C)C)CCCCC1.NC1C=CC=CC=1C1C=CC=CC=1[Pd]Cl.O>[C:37]([O:36][C:34]([NH:33][C@H:23]1[C@@H:24]([N:28]2[CH:32]=[CH:31][N:30]=[N:29]2)[C@@H:25]([CH3:27])[CH2:26][N:21]([C:20]2[CH:19]=[CH:18][N:17]=[CH:16][C:15]=2[NH:14][C:12]([C:8]2[C:7]([NH:41][C:42](=[O:51])[O:43][CH2:44][C:45]3[CH:50]=[CH:49][CH:48]=[CH:47][CH:46]=3)=[CH:6][C:5]3[C:10](=[CH:11][C:2]([C:70]4[CH2:71][CH2:72][N:67]([CH3:66])[CH2:68][CH:69]=4)=[CH:3][CH:4]=3)[N:9]=2)=[O:13])[CH2:22]1)=[O:35])([CH3:38])([CH3:39])[CH3:40] |f:1.2.3.4,7.8|. Procedure: A pressure tube was charged with benzyl {7-bromo-2-[({4-[(3R,4S,5S)-3-[(tert-butoxycarbonyl)amino]-5-methyl-4-(1H-1,2,3-triazol-1-yl)piperidin-1-yl]pyridin-3-yl}amino)carbonyl]quinolin-3-yl}carbamate (15 mg, 0.020 mmol), K3PO4 (8.4 mg, 0.034 mmol), 1,4-dioxane (0.3 mL), water (0.04 mL) and 1-methyl-4-(4,4,5,5-tetramethyl-1,3,2-dioxaborolan-2-yl)-1,2,3,6-tetrahydropyridine (6.6 mg, 0.03 mmol). The reaction mixture was purged with nitrogen for 5 min., then dicyclohexyl(2′,4′,6′-triisopropylbipheny...